This data is from the Open Reaction Database (ORD), a public repository of structured organic reaction records. The task is: describe an organic reaction: reactants, conditions, products, and yield Starting materials: II (iodine), [I-].[K+] (potassium iodide), N1C(=CC2=CC=CC=C12)C(=O)O (indole-2-carboxylic acid), N1C(=NCCC1)S (1,4,5,6-tetrahydro-2-pyrimidinethiol). Solvent: O (water), CO (methanol), CO (methanol). Conditions: time 2 hour. Product: I.N1C(=NCCC1)SC1=C(NC2=CC=CC=C12)C(=O)O (3-(1,4,5,6-tetrahydro-2-pyrimidinylthio)-indole-2-carboxylic acid hydriodide). RXN SMILES: [NH:1]1[C:9]2[C:4](=[CH:5][CH:6]=[CH:7][CH:8]=2)[CH:3]=[C:2]1[C:10]([OH:12])=[O:11].[NH:13]1[CH2:18][CH2:17][CH2:16][N:15]=[C:14]1[SH:19].[I:20]I.[I-].[K+]>CO.O>[IH:20].[NH:15]1[CH2:16][CH2:17][CH2:18][N:13]=[C:14]1[S:19][C:3]1[C:4]2[C:9](=[CH:8][CH:7]=[CH:6][CH:5]=2)[NH:1][C:2]=1[C:10]([OH:12])=[O:11] |f:3.4,7.8|. Procedure details: A mixture of 6.4 g indole-2-carboxylic acid in 25 ml methanol and 4.6 g 1,4,5,6-tetrahydro-2-pyrimidinethiol in 50 ml methanol is added to a well-stirred solution of 10.1 g iodine and 16.3 g potassium iodide in 50 ml water. The mixture is stirred at room temperature for 11/2 hours, and cooled. The crystalline product is filtered off. A second yield is obtained by concentrating the filtrate to a small volume and cooling. The combined product is recrystallised from hot water to give 3-(1,4,5,6-tet... Starting materials: CC(C)(C)OC(=O)c1ncn2c1C1CCN1C(=O)c1c(Br)cccc1-2, [F-], [K+], OCC1CC1. Product: O=C(OCC1CC1)c1ncn2c1C1CCN1C(=O)c1c(Br)cccc1-2. RXN SMILES: [Br:1][c:2]1[cH:3][cH:4][cH:5][c:6]2[c:7]1[C:8](=[O:25])[N:9]1[CH:10]([c:11]3[n:12]-2[cH:13][n:14][c:15]3[C:16](=[O:17])[O:18][C:19]([CH3:20])([CH3:21])[CH3:22])[CH2:23][CH2:24]1.[F-:31].[K+:32].[OH:26][CH2:27][CH:28]1[CH2:29][CH2:30]1>>[Br:1][c:2]1[cH:3][cH:4][cH:5][c:6]2[c:7]1[C:8](=[O:25])[N:9]1[CH:10]([c:11]3[n:12]-2[cH:13][n:14][c:15]3[C:16](=[O:17])[O:18][CH2:27][CH:28]2[CH2:29][CH2:30]2)[CH2:23][CH2:24]1. Reactants: C([O-])([O-])=O.[K+].[K+] (Potassium carbonate), Cl (hydrochloric acid), ClCC1=CC=CC2=CC=CC=C12 (1-(chloromethyl)naphthalene), N1C=C(C(=C1)C(=O)OCC)C(=O)OCC (diethyl 3,4-pyrroledicarboxylate). Solvent: CC(=O)C (acetone). Conditions: time 4 day. Product: C1(=CC=CC2=CC=CC=C12)CN1C=C(C(=C1)C(=O)OCC)C(=O)OCC (Diethyl 1-(1-naphthalenylmethyl)pyrrole-3,4dicarboxylate). Isolated yield 91.6%. Reaction SMILES: C(=O)([O-])[O-].[K+].[K+].Cl[CH2:8][C:9]1[C:18]2[C:13](=[CH:14][CH:15]=[CH:16][CH:17]=2)[CH:12]=[CH:11][CH:10]=1.[NH:19]1[CH:23]=[C:22]([C:24]([O:26][CH2:27][CH3:28])=[O:25])[C:21]([C:29]([O:31][CH2:32][CH3:33])=[O:30])=[CH:20]1.Cl>CC(C)=O>[C:9]1([CH2:8][N:19]2[CH:23]=[C:22]([C:24]([O:26][CH2:27][CH3:28])=[O:25])[C:21]([C:29]([O:31][CH2:32][CH3:33])=[O:30])=[CH:20]2)[C:18]2[C:13](=[CH:14][CH:15]=[CH:16][CH:17]=2)[CH:12]=[CH:11][CH:10]=1 |f:0.1.2|. Procedure details: Potassium carbonate (5 g) followed by 1-(chloromethyl)naphthalene (4.60 g) were added to a solution of diethyl 3,4-pyrroledicarboxylate (5.00 g) in acetone (50 ml). The mixture was stirred at room temperature for 4 days, dilute hydrochloric acid (100 ml) was added and the mixture was extracted with ether (2×100 ml). The organic extracts were dried, filtered and evaporated to give the sub-title compound as a solid (7.62 g). Reactants: C(=O)(O)C1C(C2CCC1O2)CC2=C(C=CC(=C2)F)OCC2=CC=CC=C2 (2-[[3-Carboxy-7-oxabicyclo[2.2.1]hept-2-yl]methyl]-4-fluoro-1-phenylmethoxybenzene), N[C@@H](CO)C(=O)N (L-serinamide), CN1CCOCC1 (4-methylmorpholine), CCN=C=NCCCN(C)C (EDAC). Solvent: CN(C=O)C (dimethylformamide). Conditions: time 10 minute. The product is C1(CCCCC1)CCCCNC(C(CO)NC(=O)C1C(C2CCC1O2)CC2=C(C=CC(=C2)F)OCC2=CC=CC=C2)=O (2-[[3-[[[2-[(4-cyclohexylbutyl)-amino]-1-(hydroxymethyl)-2-oxoethyl]amino]carbonyl]-7-oxabicyclo[2.2.1]hept-2-yl]methyl]-4-fluoro-1-phenylmethoxy-benzene). As a reaction SMILES: [C:1]([CH:4]1[CH:9]2[O:10][CH:6]([CH2:7][CH2:8]2)[CH:5]1[CH2:11][C:12]1[CH:17]=[C:16]([F:18])[CH:15]=[CH:14][C:13]=1[O:19][CH2:20][C:21]1[CH:26]=[CH:25][CH:24]=[CH:23][CH:22]=1)(O)=[O:2].[NH2:27][C@H:28]([C:31]([NH2:33])=[O:32])[CH2:29][OH:30].CN1[CH2:40][CH2:39]OCC1.CCN=C=N[CH2:46][CH2:47][CH2:48]N(C)C>CN(C)C=O>[CH:48]1([CH2:47][CH2:46][CH2:39][CH2:40][NH:33][C:31](=[O:32])[CH:28]([NH:27][C:1]([CH:4]2[CH:9]3[O:10][CH:6]([CH2:7][CH2:8]3)[CH:5]2[CH2:11][C:12]2[CH:17]=[C:16]([F:18])[CH:15]=[CH:14][C:13]=2[O:19][CH2:20][C:21]2[CH:26]=[CH:25][CH:24]=[CH:23][CH:22]=2)=[O:2])[CH2:29][OH:30])[CH2:8][CH2:9][CH2:4][CH2:5][CH2:6]1. Procedure details: To a solution of [1S-(1α, 2α, 3α, 4α)]-2-[[3-Carboxy-7-oxabicyclo[2.2.1]hept-2-yl]methyl]-4-fluoro-1-phenylmethoxybenzene (0.3 g, 0.825 mmol), N-(4-cyclohexyl)butyl)-L-serinamide (0.2 g, 0.825 mmol), HBOt (0.122 g, 0.91 mmol), 4-methylmorpholine (0.1 mL, 0.91 mmol) in dimethylformamide (5 mL), at 0° C. and under nitrogen atmosphere, was added portion-wise EDAC (0.174 g, 0.91 mmol). The resulting mixture was stirred for 10 minutes then it was allowed to warm slowly to room temperature and stirred... Starting materials: [Cl-].[Na+] (sodium chloride), C(Cl)Cl (methylene chloride), NC(C(=O)OCC)C(C=1SC(=CC1)CN1CCCC1)O (ethyl 2-amino-3-hydroxy-3-[5-(1-pyrrolidinyl)methyl-2-thienyl]propionate), C(C1=CC=CC=C1)(=O)Cl (benzoyl chloride). The solvent is C(C)N(CC)CC (triethylamine). Reaction conditions: time 30 minute. The product is C(C1=CC=CC=C1)(=O)NC(C(=O)OCC)C(C=1SC(=CC1)CN1CCCC1)O (ethyl 2-benzoylamino-3-hydroxy-3-[5-(1-pyrrolidinyl)methyl-2-thienyl]propionate). Isolated yield 48.0%. RXN SMILES: C(Cl)Cl.[NH2:4][CH:5]([CH:11]([OH:23])[C:12]1[S:13][C:14]([CH2:17][N:18]2[CH2:22][CH2:21][CH2:20][CH2:19]2)=[CH:15][CH:16]=1)[C:6]([O:8][CH2:9][CH3:10])=[O:7].[C:24](Cl)(=[O:31])[C:25]1[CH:30]=[CH:29][CH:28]=[CH:27][CH:26]=1.[Cl-].[Na+]>C(N(CC)CC)C>[C:24]([NH:4][CH:5]([CH:11]([OH:23])[C:12]1[S:13][C:14]([CH2:17][N:18]2[CH2:19][CH2:20][CH2:21][CH2:22]2)=[CH:15][CH:16]=1)[C:6]([O:8][CH2:9][CH3:10])=[O:7])(=[O:31])[C:25]1[CH:30]=[CH:29][CH:28]=[CH:27][CH:26]=1 |f:3.4|. Procedure details: To methylene chloride solution (5 ml) of 180 mg ethyl 2-amino-3-hydroxy-3-[5-(1-pyrrolidinyl)methyl-2-thienyl]propionate diastereomers (A form and B form) was added triethylamine (300 μl), followed by dropwise addition of 80 mg of benzoyl chloride. After 30 minutes, a saturated sodium chloride aqueous solution was added to effect separation of layers, the thus separated organic layer was dried over anhydrous sodium sulfate and evaporated under reduced pressure. Then, the residue was subjected to...